Dataset: the Open Reaction Database (ORD), a public repository of structured organic reaction records. Task: describe an organic reaction: reactants, conditions, products, and yield Starting materials: BrC=1N=C2N(C3=C(NC4=C2C=CC=C4)N=CC=C3)C1C1=CC=C(C=C1)C1(CCC1)NC(OC(C)(C)C)=O (tert-butyl {1-[4-(2-bromo-9H-imidazo[1,2-d]pyrido[2,3-b][1,4]benzodiazepin-3-yl)phenyl]cyclobutyl}carbamate), COC1=CC=C(C=C1)S (4-methoxythiophenol), CC1(C2=C(C(=CC=C2)P(C3=CC=CC=C3)C4=CC=CC=C4)OC5=C(C=CC=C51)P(C6=CC=CC=C6)C7=CC=CC=C7)C (xantphos), C(=O)([O-])[O-].[K+].[K+] (K2CO3). Reagents/catalysts: C=1C=CC(=CC1)/C=C/C(=O)/C=C/C2=CC=CC=C2.C=1C=CC(=CC1)/C=C/C(=O)/C=C/C2=CC=CC=C2.C=1C=CC(=CC1)/C=C/C(=O)/C=C/C2=CC=CC=C2.[Pd].[Pd] (Pd2(dba)3). The solvent is CN(C)C=O (DMF). Run at temperature 160 celsius. The product is COC1=CC=C(C=C1)SC=1N=C2N(C3=C(NC4=C2C=CC=C4)N=CC=C3)C1C1=CC=C(C=C1)C1(CCC1)N (1-(4-{2-[(4-methoxyphenyl)thio]-9H-imidazo[1,2-d]pyrido[2,3-b][1,4]benzodiazepin-3-yl}phenyl)cyclobutanamine). Isolated yield 19.3%. As a reaction SMILES: Br[C:2]1[N:3]=[C:4]2[C:10]3[CH:11]=[CH:12][CH:13]=[CH:14][C:9]=3[NH:8][C:7]3[N:15]=[CH:16][CH:17]=[CH:18][C:6]=3[N:5]2[C:19]=1[C:20]1[CH:25]=[CH:24][C:23]([C:26]2([NH:30]C(=O)OC(C)(C)C)[CH2:29][CH2:28][CH2:27]2)=[CH:22][CH:21]=1.[CH3:38][O:39][C:40]1[CH:45]=[CH:44][C:43]([SH:46])=[CH:42][CH:41]=1.CC1(C)C2C(=C(P(C3C=CC=CC=3)C3C=CC=CC=3)C=CC=2)OC2C(P(C3C=CC=CC=3)C3C=CC=CC=3)=CC=CC1=2.C([O-])([O-])=O.[K+].[K+]>CN(C=O)C.C1C=CC(/C=C/C(/C=C/C2C=CC=CC=2)=O)=CC=1.C1C=CC(/C=C/C(/C=C/C2C=CC=CC=2)=O)=CC=1.C1C=CC(/C=C/C(/C=C/C2C=CC=CC=2)=O)=CC=1.[Pd].[Pd]>[CH3:38][O:39][C:40]1[CH:45]=[CH:44][C:43]([S:46][C:2]2[N:3]=[C:4]3[C:10]4[CH:11]=[CH:12][CH:13]=[CH:14][C:9]=4[NH:8][C:7]4[N:15]=[CH:16][CH:17]=[CH:18][C:6]=4[N:5]3[C:19]=2[C:20]2[CH:21]=[CH:22][C:23]([C:26]3([NH2:30])[CH2:29][CH2:28][CH2:27]3)=[CH:24][CH:25]=2)=[CH:42][CH:41]=1 |f:3.4.5,7.8.9.10.11|. Procedure: A mixture of tert-butyl {1-[4-(2-bromo-9H-imidazo[1,2-d]pyrido[2,3-b][1,4]benzodiazepin-3-yl)phenyl]cyclobutyl}carbamate (50 mg, 0.09 mmol), 4-methoxythiophenol (0.022 mL, 0.18 mmol), Pd2(dba)3 (8 mg, 0.01 mmol), xantphos (10 mg, 0.02 mmol), and K2CO3 (25 mg, 0.18 mmol) in DMF (0.9 mL) was heated at 160° C. for 1 hour. After cooling to room temperature, the mixture was purified by HPLC to give the titled compound as a white solid (9 mg, 15%). 1HNMR (CD3OD) 400 MHz δ: 8.33 (s, 2H), 8.11 (dd, J=4.... Starting materials: C(=O)C1CC(C(C(C1)=O)C(CCCCCCCCCCCCCCC)=O)=O (5-formyl-2-palmitoylcyclohexane-1,3-dione), NOS(=O)(=O)O (hydroxylamine-O-sulfonic acid). The solvent is O (water), O (water). Reaction conditions: time 8 hour. The product is O=C1CC(CC(C1C(CCCCCCCCCCCCCCC)=O)=O)C#N (3,5-dioxo-4-palmitoylcyclohexanecarbonitrile). The yield is 83.7%. As a reaction SMILES: [CH:1]([CH:3]1[CH2:8][C:7](=[O:9])[CH:6]([C:10](=[O:26])[CH2:11][CH2:12][CH2:13][CH2:14][CH2:15][CH2:16][CH2:17][CH2:18][CH2:19][CH2:20][CH2:21][CH2:22][CH2:23][CH2:24][CH3:25])[C:5](=[O:27])[CH2:4]1)=O.[NH2:28]OS(O)(=O)=O>O>[O:27]=[C:5]1[CH:6]([C:10](=[O:26])[CH2:11][CH2:12][CH2:13][CH2:14][CH2:15][CH2:16][CH2:17][CH2:18][CH2:19][CH2:20][CH2:21][CH2:22][CH2:23][CH2:24][CH3:25])[C:7](=[O:9])[CH2:8][CH:3]([C:1]#[N:28])[CH2:4]1. Procedure details: 43 g (0.12 mol) of 5-formyl-2-palmitoylcyclohexane-1,3-dione were suspended in 150 ml of distilled water. To this were added 15.7 g (0.14 mol) of hydroxylamine-O-sulfonic acid dissolved in 50 ml of water. The heterogeneous reaction mixture was stirred at room temperature overnight. The resulting solid was filtered off with suction, washed with water and dried. 37.7 g (86% of theory) of 3,5-dioxo-4-palmitoylcyclohexanecarbonitrile were isolated (melting point 66° to 69° C.).